Dataset: the Open Reaction Database (ORD), a public repository of structured organic reaction records. Task: describe an organic reaction: reactants, conditions, products, and yield Reactants: C(CC(=O)OC)(=O)OC (Dimethyl malonate), [Na] (sodium), bromoester, formula 9, BrC\C=C/CCCC(=O)OC (methyl cis-7-bromo-5-heptenoate). The solvent is O (water), CO (methanol). Conditions: time 15 minute. Yields the product C(C\C=C/CCCC(=O)OC)(C(=O)OC)C(=O)OC (Trimethyl cis-3-heptene-1,1,7-tricarboxylate). As a reaction SMILES: [C:1]([O:8][CH3:9])(=[O:7])[CH2:2][C:3]([O:5][CH3:6])=[O:4].[Na].Br[CH2:12]/[CH:13]=[CH:14]\[CH2:15][CH2:16][CH2:17][C:18]([O:20][CH3:21])=[O:19]>CO.O>[CH:2]([C:1]([O:8][CH3:9])=[O:7])([C:3]([O:5][CH3:6])=[O:4])[CH2:12]/[CH:13]=[CH:14]\[CH2:15][CH2:16][CH2:17][C:18]([O:20][CH3:21])=[O:19] |^1:9|. Reported procedure: Dimethyl malonate (39.6 g) is added slowly with cooling and stirring to a solution of 6.9 g of sodium dissolved in 100 ml of absolute methanol and the mixture stirred for 15 min. The bromoester of formula 9, methyl cis-7-bromo-5-heptenoate (65.7 g) is added dropwise. The mixture is heated at reflux for 1 hr., cooled and diluted with water. The mixture is extracted with ether. The ether extracts are dried (Na2SO4) and concentrated. The residue is distilled under reduced pressure to give the title... Starting materials: C12CC3CC(CC(C1)C3)C2 (adamantane), C12CC3CC(CC(C1)C3)C2 (adamantane), ON1C(C=2C(C1=O)=CC=CC2)=O (N-hydroxyphthalimide), S(=O)=O (sulfur dioxide), O=O (oxygen). The reagents and catalysts are [O-][V](=O)([O-])[O-].[Na+].[Na+].[Na+] (vanadyl), C/C(=C\C(=O)C)/O.C/C(=C\C(=O)C)/O.O=[V] (VO(acac) 2). Solvent: C(C)(=O)O (acetic acid). The product is C12C(C3CC(CC(C1)C3)C2)=O (2-adamantanone). Reaction SMILES: [CH:1]12[CH2:10][CH:5]3[CH2:6][CH:7]([CH2:9][CH:3]([CH2:4]3)[CH2:2]1)[CH2:8]2.[OH:11]N1C(=O)C2=CC=CC=C2C1=O.S(=O)=O.O=O>[O-][V]([O-])([O-])=O.[Na+].[Na+].[Na+].C/C(/O)=C\C(C)=O.C/C(/O)=C\C(C)=O.O=[V].C(O)(=O)C>[CH:1]12[CH2:10][CH:5]3[CH2:6][CH:7]([CH2:9][CH:3]([CH2:4]3)[C:2]1=[O:11])[CH2:8]2 |f:4.5.6.7,8.9.10|. Procedure details: A mixture of 2 mmol of adamantane, 0.2 mmol of N-hydroxyphthalimide, 0.01 mmol of vanadyl acetylacetonato [VO(acac) 2 ], and 5 ml of acetic acid was stirred at 60° C. in a sulfur dioxide (SO2) (0.5 atm) and oxygen (0.5 atm) atmosphere for 1 hour. A gas chromatographic analysis of a reaction mixture revealed that the conversion rate of adamantane was 91% and that a trace amount of 2-adamantanone was formed. The reaction mixture was extracted with water, was neutralized with an aqueous sodium hydr...